From a dataset of the Open Reaction Database (ORD), a public repository of structured organic reaction records. describe an organic reaction: reactants, conditions, products, and yield Starting materials: O=C([O-])[O-], ClC(Cl)Cl, O=Cc1ccc(Cl)cc1Oc1ccccc1F, [K+], [K+], O=C(OO)c1cccc(Cl)c1. The product is Oc1ccc(Cl)cc1Oc1ccccc1F. Reaction SMILES: [C:29](=[O:30])([O-:31])[O-:32].[CH:35]([Cl:36])([Cl:37])[Cl:38].[Cl:1][c:2]1[cH:3][c:4]([O:10][c:11]2[c:12]([F:17])[cH:13][cH:14][cH:15][cH:16]2)[c:5]([CH:6]=[O:7])[cH:8][cH:9]1.[K+:33].[K+:34].[OH:18][O:19][C:20]([c:21]1[cH:22][c:23]([Cl:24])[cH:25][cH:26][cH:27]1)=[O:28]>>[Cl:1][c:2]1[cH:3][c:4]([O:10][c:11]2[c:12]([F:17])[cH:13][cH:14][cH:15][cH:16]2)[c:5]([OH:18])[cH:8][cH:9]1. Starting materials: BrC=1C=CC(=NC1)OC1CCCC1 (5-Bromo-2-cyclopentoxypyridine), B(OC(C)C)(OC(C)C)OC(C)C (B(O-iPr)3), Cl (HCl), [Li]CCCC (BuLi). Solvent: C1(=CC=CC=C1)C (toluene), C1CCOC1 (THF), O (water). Run at temperature -70 celsius, time 40 minute. Yields the product C1(CCCC1)OC1=CC=C(C=N1)B(O)O (6-Cyclopentoxypyridine-3-boronic acid). Yield: 46.4%. As a reaction SMILES: Br[C:2]1[CH:3]=[CH:4][C:5]([O:8][CH:9]2[CH2:13][CH2:12][CH2:11][CH2:10]2)=[N:6][CH:7]=1.[B:14](OC(C)C)([O:19]C(C)C)[O:15]C(C)C.[Li]CCCC.Cl>O.C1(C)C=CC=CC=1.C1COCC1>[CH:9]1([O:8][C:5]2[N:6]=[CH:7][C:2]([B:14]([OH:19])[OH:15])=[CH:3][CH:4]=2)[CH2:13][CH2:12][CH2:11][CH2:10]1. Procedure details: To a mixture of 5-bromo-2-cyclopentoxypyridine (2.5 g, 10.3 mmol, see step (b) above), B(O-iPr)3 (2.33 g, 13.4 mmol), THF (4.1 mL) and toluene (16.5 mL) was portion-wise-added BuLi (2.5 M in hexane; 4.96 ml, 13.4 mmol) at −70° C. over 1 h. The reaction mixture was stirred over a further 40 min at −70° C. and then allowed to warm to −20° C. The acidity of the reaction mixture was adjusted to about pH 1 by addition of HCl (2 M aq. solution). The reaction was diluted with water (50 mL) and extracte... Starting materials: CS(=O)(=O)O (methanesulfonic acid), NC1=NC=C2C=C(C(N(C2=C1)CC)=O)C=1C(=CC(=C(C1)NC(=O)NC1=CC=CC=C1)F)Cl (1-(5-(7-amino-1-ethyl-2-oxo-1,2-dihydro-1,6-naphthyridin-3-yl)-4-chloro-2-fluorophenyl)-3-phenylurea). The solvent is C(Cl)Cl (DCM), C(Cl)Cl (DCM), CC#N (MeCN), O (water). Run at time 15 minute. The product is CS(=O)(=O)O.NC1=NC=C2C=C(C(N(C2=C1)CC)=O)C=1C(=CC(=C(C1)NC(=O)NC1=CC=CC=C1)F)Cl (1-(5-(7-amino-1-ethyl-2-oxo-1,2-dihydro-1,6-naphthyridin-3-yl)-4-chloro-2-fluorophenyl)-3-phenylurea methanesulfonate). Isolated yield 97.0%. As a reaction SMILES: [CH3:1][S:2]([OH:5])(=[O:4])=[O:3].[NH2:6][C:7]1[CH:16]=[C:15]2[C:10]([CH:11]=[C:12]([C:20]3[C:21]([Cl:37])=[CH:22][C:23]([F:36])=[C:24]([NH:26][C:27]([NH:29][C:30]4[CH:35]=[CH:34][CH:33]=[CH:32][CH:31]=4)=[O:28])[CH:25]=3)[C:13](=[O:19])[N:14]2[CH2:17][CH3:18])=[CH:9][N:8]=1>C(Cl)Cl.CC#N.O>[CH3:1][S:2]([OH:5])(=[O:4])=[O:3].[NH2:6][C:7]1[CH:16]=[C:15]2[C:10]([CH:11]=[C:12]([C:20]3[C:21]([Cl:37])=[CH:22][C:23]([F:36])=[C:24]([NH:26][C:27]([NH:29][C:30]4[CH:31]=[CH:32][CH:33]=[CH:34][CH:35]=4)=[O:28])[CH:25]=3)[C:13](=[O:19])[N:14]2[CH2:17][CH3:18])=[CH:9][N:8]=1 |f:5.6|. Reported procedure: A 25 mg/mL solution of methanesulfonic acid in DCM (0.424 mL, 0.110 mmol) was added to a solution of 1-(5-(7-amino-1-ethyl-2-oxo-1,2-dihydro-1,6-naphthyridin-3-yl)-4-chloro-2-fluorophenyl)-3-phenylurea (45 mg, 0.100 mmol) in DCM (4 mL), the mixture stirred for 15 min. and then evaporated at reduced pressure to give a solid. The solid was dissolved in MeCN and water, frozen, and lyophilized to give 1-(5-(7-amino-1-ethyl-2-oxo-1,2-dihydro-1,6-naphthyridin-3-yl)-4-chloro-2-fluorophenyl)-3-phenylure... Reactants: ClC=1C=C(C=CC1SC)C1=C(C(C(O1)(C)C)=O)C1=CC=CC=C1 (5-{3-chloro-4-(methylthio)phenyl}-2,2-dimethyl-4-phenyl-3(2H)-furanone), CO.C1CCOC1.O (methanol THF water), OOS(=O)[O-].[K+] (OXONE). Run at time 6 hour. Product: ClC=1C=C(C=CC1S(=O)(=O)C)C1=C(C(C(O1)(C)C)=O)C1=CC=CC=C1 (5-{3-chloro-4-(methylsulfonyl)phenyl}-2,2-dimethyl-4-phenyl-3(2H)-furanone). As a reaction SMILES: [Cl:1][C:2]1[CH:3]=[C:4]([C:10]2[O:14][C:13]([CH3:16])([CH3:15])[C:12](=[O:17])[C:11]=2[C:18]2[CH:23]=[CH:22][CH:21]=[CH:20][CH:19]=2)[CH:5]=[CH:6][C:7]=1SC.O[O:25][S:26]([O-:28])=O.[K+].CO.[CH2:32]1COCC1.O>>[Cl:1][C:2]1[CH:3]=[C:4]([C:10]2[O:14][C:13]([CH3:16])([CH3:15])[C:12](=[O:17])[C:11]=2[C:18]2[CH:23]=[CH:22][CH:21]=[CH:20][CH:19]=2)[CH:5]=[CH:6][C:7]=1[S:26]([CH3:32])(=[O:28])=[O:25] |f:1.2,3.4.5|. Procedure details: 1.2 g of 5-{3-chloro-4-(methylthio)phenyl}-2,2-dimethyl-4-phenyl-3(2H)-furanone (Example 354) was dissolved in 150 ml of 1:1:1 methanol/THF/water, to which was added 2.8 g of OXONE. The reaction mixture was stirred at room temperature for 6 hours. The reaction mixture was concentrated in vacuo and the resulting residue was extracted with 50 ml water and ethylacetate (100 ml×3). The organic layer was concentrated in vacuo and was purified by column chromatography hexane/ethylacetate=3:1) to give ... Reactants: CN1C(CC[C@@]2(C3=C(CC[C@@H]12)C=C(C=C3)S)C)=O ((+)-(4aR)-(10bR)-4-methyl-8-mercapto-10b-methyl-1,2,3,4,4a,-5,6,10b-octahydrobenzo[f]quinolin-3-one), C([O-])([O-])=O.[K+].[K+] (potassium carbonate), ClC=1SC2=C(N1)C(=CC=C2)F (2-chloro-4-fluorobenzothiazole), CN(C=O)C (dimethylformamide). Run in C(C)(=O)OCC (ethyl acetate). Product: CN1C(CC[C@@]2(C3=C(CC[C@@H]12)C=C(C=C3)SC=3SC1=C(N3)C(=CC=C1)F)C)=O ((+)-(4aR)-(10bR)-4-methyl-8-(4-fluoro-2-benzothiazolylthio)-10b-methyl-1,2,3,4,4a,5,6,10b-octahydrobenzo[f]quinolin-3-one). Yield: 58.0%. As a reaction SMILES: [CH3:1][N:2]1[C@H:11]2[C@@:6]([CH3:17])([C:7]3[CH:15]=[CH:14][C:13]([SH:16])=[CH:12][C:8]=3[CH2:9][CH2:10]2)[CH2:5][CH2:4][C:3]1=[O:18].C(=O)([O-])[O-].[K+].[K+].Cl[C:26]1[S:27][C:28]2[CH:34]=[CH:33][CH:32]=[C:31]([F:35])[C:29]=2[N:30]=1.CN(C)C=O>C(OCC)(=O)C>[CH3:1][N:2]1[C@H:11]2[C@@:6]([CH3:17])([C:7]3[CH:15]=[CH:14][C:13]([S:16][C:26]4[S:27][C:28]5[CH:34]=[CH:33][CH:32]=[C:31]([F:35])[C:29]=5[N:30]=4)=[CH:12][C:8]=3[CH2:9][CH2:10]2)[CH2:5][CH2:4][C:3]1=[O:18] |f:1.2.3|. Procedure details: A 15 mL round bottom flask was charged with (+)-(4aR)-(10bR)-4-methyl-8-mercapto-10b-methyl-1,2,3,4,4a,-5,6,10b-octahydrobenzo[f]quinolin-3-one (100 mg, 0.38 mmol), potassium carbonate (158 mg, 1.14 mmol), 2-chloro-4-fluorobenzothiazole (86 mg, 0.46 mmol and 1 mL of anhydrous dimethylformamide, fitted with a reflux condenser, and the stirred mixture was heated at 60°, under nitrogen, for 48 h. The mixture was cooled, diluted with ethyl acetate (75 mL) and washed with brine (2×25 mL). The combine... The reactants are C(C)C1=C(C(=O)O)C=CC(=C1C)OC (2-ethyl-4-methoxy-3-methylbenzoic acid), S(O)(O)(=O)=O (sulfuric acid), CO (methanol). Product: C(C)C1=C(C(=O)OC)C=CC(=C1C)OC (methyl 2-ethyl-4-methoxy-3-methylbenzoate). As a reaction SMILES: [CH2:1]([C:3]1[C:11]([CH3:12])=[C:10]([O:13][CH3:14])[CH:9]=[CH:8][C:4]=1[C:5]([OH:7])=[O:6])[CH3:2].S(=O)(=O)(O)O.[CH3:20]O>>[CH2:1]([C:3]1[C:11]([CH3:12])=[C:10]([O:13][CH3:14])[CH:9]=[CH:8][C:4]=1[C:5]([O:7][CH3:20])=[O:6])[CH3:2]. Procedure: 5.0 g of 2-ethyl-4-methoxy-3-methylbenzoic acid are refluxed with 0.5 ml of conc. sulfuric acid and 50 ml of methanol in a round-bottomed flask for 2 days. The solvent is distilled off, 100 ml of water are added to the residue, and the precipitated solid is filtered off with suction and dried, giving 5.2 g of methyl 2-ethyl-4-methoxy-3-methylbenzoate (quant); MS-FAB (M+H+)=209.1; Rf (polar method): 2.46 min. Starting materials: C(C)(C)N(C(C)C)CC (N,N-Diisopropylethylamine), CN1C(CNCC1)=O (1-methyl-2-oxopiperazine), FC=1C=C(C=CC1F)[N+](=O)[O-] (3,4-difluoronitrobenzene). Run in C(C)#N (acetonitrile). The product is FC=1C=C(C=CC1N1CC(N(CC1)C)=O)[N+](=O)[O-] (3-fluoro-4-(4-methyl-3-oxopiperazin-1-yl)nitrobenzene). RXN SMILES: C(N(CC)C(C)C)(C)C.[CH3:10][N:11]1[CH2:16][CH2:15][NH:14][CH2:13][C:12]1=[O:17].[F:18][C:19]1[CH:20]=[C:21]([N+:26]([O-:28])=[O:27])[CH:22]=[CH:23][C:24]=1F>C(#N)C>[F:18][C:19]1[CH:20]=[C:21]([N+:26]([O-:28])=[O:27])[CH:22]=[CH:23][C:24]=1[N:14]1[CH2:15][CH2:16][N:11]([CH3:10])[C:12](=[O:17])[CH2:13]1. Procedure details: N,N-Diisopropylethylamine (11.5 ml) and 1-methyl-2-oxopiperazine (4.12 g) were added to a solution of 3,4-difluoronitrobenzene (1.82 ml) in acetonitrile (100 ml), and the mixture heated to reflux for 16 hours. Solvent was evaporated, and the residue chromatographed on silica, using as eluant a gradient increasing in polarity from 0 to 100% ethyl acetate in iso-hexane. Relevant fractions were combined and evaporated to give 3-fluoro-4-(4-methyl-3-oxopiperazin-1-yl)nitrobenzene (3.37 g). Reactants: C(Cl)C1CO1 (epichlorohydrin), CC1=C(C=O)C=CC(=C1)O (2-methyl-4-hydroxybenzaldehyde), CC1=C(C=O)C=CC(=C1)CC1CO1 (2-methyl-4-(2,3-epoxypropyl)benzaldehyde). The solvent is [OH-].[Na+] (sodium hydroxide). Run at temperature 55 celsius, time 3 hour. Yields the product CC1=C(C=O)C=CC(=C1)OCC1CO1 (2-methyl-4-(2,3-epoxypropoxy)benzaldehyde). RXN SMILES: [CH2:1]([CH:3]1[O:5][CH2:4]1)Cl.[CH3:6][C:7]1[CH:14]=[C:13]([OH:15])[CH:12]=[CH:11][C:8]=1[CH:9]=[O:10].CC1C=C(CC2OC2)C=CC=1C=O>[OH-].[Na+]>[CH3:6][C:7]1[CH:14]=[C:13]([O:15][CH2:1][CH:3]2[O:5][CH2:4]2)[CH:12]=[CH:11][C:8]=1[CH:9]=[O:10] |f:3.4|. Procedure details: To epichlorohydrin (20 g., 0.216 mole) heated at 55° C. is added dropwise a solution of 2-methyl-4-hydroxybenzaldehyde (9.0 g., 0.066 mole) in 2.5N sodium hydroxide solution (40 ml.). After the addition, the solution is allowed to stir an additional 3 hours at 55° C. and then at room temperature overnight. The oil is distilled to give 8.3 g. of 2-methyl-4-(2,3-epoxypropyl)benzaldehyde, m.p. 160°-170° C. at 1 mm. Hg. Starting materials: N[C@@H](CCCNC(N)=N)C(=O)N[C@@H](CCCNC(N)=N)C(=O)N1[C@H](C(=O)N[C@@H](CC2=CC=CC=C2)C(=O)N[C@@H](CC2=CNC=N2)C(=O)N[C@@H](CC(C)C)[C@@H](O)CC(=O)N(C)CC(=O)N[C@@H](CC2=CNC=N2)C(=O)N[C@@H](CCCCN)C(=O)OC)CCC1 (H-Arg-Arg-Pro-Phe-His-Sta-Sar-His-Lys-OMe), N (NH3), FC(C(=O)[O-])(F)F (trifluoroacetate), N (NH3). Run in O (H2O). Product: N[C@@H](CCCNC(N)=N)C(=O)N[C@@H](CCCNC(N)=N)C(=O)N1[C@H](C(=O)N[C@@H](CC2=CC=CC=C2)C(=O)N[C@@H](CC2=CNC=N2)C(=O)N[C@@H](CC(C)C)[C@@H](O)CC(=O)N(C)CC(=O)N[C@@H](CC2=CNC=N2)C(=O)N[C@@H](CCCCN)C(=O)O)CCC1 (H-Arg-Arg-Pro-Phe-His-Sta-Sar-His-Lys-OH). RXN SMILES: [NH2:1][C@H:2]([C:10]([NH:12][C@H:13]([C:21]([N:23]1[CH2:87][CH2:86][CH2:85][C@H:24]1[C:25]([NH:27][C@H:28]([C:36]([NH:38][C@H:39]([C:46]([NH:48][C@H:49]([C@H:54]([CH2:56][C:57]([N:59]([CH2:61][C:62]([NH:64][C@H:65]([C:72]([NH:74][C@H:75]([C:81]([O:83]C)=[O:82])[CH2:76][CH2:77][CH2:78][CH2:79][NH2:80])=[O:73])[CH2:66][C:67]1[N:71]=[CH:70][NH:69][CH:68]=1)=[O:63])[CH3:60])=[O:58])[OH:55])[CH2:50][CH:51]([CH3:53])[CH3:52])=[O:47])[CH2:40][C:41]1[N:45]=[CH:44][NH:43][CH:42]=1)=[O:37])[CH2:29][C:30]1[CH:35]=[CH:34][CH:33]=[CH:32][CH:31]=1)=[O:26])=[O:22])[CH2:14][CH2:15][CH2:16][NH:17][C:18](=[NH:20])[NH2:19])=[O:11])[CH2:3][CH2:4][CH2:5][NH:6][C:7](=[NH:9])[NH2:8].FC(F)(F)C([O-])=O.N>O>[NH2:1][C@H:2]([C:10]([NH:12][C@H:13]([C:21]([N:23]1[CH2:87][CH2:86][CH2:85][C@H:24]1[C:25]([NH:27][C@H:28]([C:36]([NH:38][C@H:39]([C:46]([NH:48][C@H:49]([C@H:54]([CH2:56][C:57]([N:59]([CH2:61][C:62]([NH:64][C@H:65]([C:72]([NH:74][C@H:75]([C:81]([OH:83])=[O:82])[CH2:76][CH2:77][CH2:78][CH2:79][NH2:80])=[O:73])[CH2:66][C:67]1[N:71]=[CH:70][NH:69][CH:68]=1)=[O:63])[CH3:60])=[O:58])[OH:55])[CH2:50][CH:51]([CH3:53])[CH3:52])=[O:47])[CH2:40][C:41]1[N:45]=[CH:44][NH:43][CH:42]=1)=[O:37])[CH2:29][C:30]1[CH:35]=[CH:34][CH:33]=[CH:32][CH:31]=1)=[O:26])=[O:22])[CH2:14][CH2:15][CH2:16][NH:17][C:18](=[NH:19])[NH2:20])=[O:11])[CH2:3][CH2:4][CH2:5][NH:6][C:7](=[NH:8])[NH2:9]. Procedure: 110 mg of H-Arg-Arg-Pro-Phe-His-Sta-Sar-His-Lys-OMe (in the form of the trifluoroacetate; see Example 18) are dissolved in 1 ml of H2O and the pH value is adjusted to 5.0 with 0.5N NH3. After the addition of 20 μl of a 1% aqueous trypsin solution, the pH value is maintained at 5.0 by means of a pH stat while stirring at room temperature and adding 0.1N NH3. After approximately 10-15 minutes the absorption of the base is complete. The solution is acidified with 200 μl of glacial acetic acid, heat... The reactants are FC(C(=O)OCC)C (Ethyl 2-fluoropropionate), FC1=C(C=CC(=C1)F)C(CN1N=CN=C1)=O (1-(2,4-difluorophenyl)-2-(1H-1,2,4-triazol-1-yl)ethan-1-one). Yields the product FC1=C(C=CC(=C1)F)C(C(C(=O)OCC)(C)F)(CN1N=CN=C1)O (ethyl 3-(2,4-difluorophenyl)-2-fluoro-3-hydroxy-2-methyl-4-(1H-1,2,4-triazol-1-yl)butyrate). As a reaction SMILES: [F:1][CH:2]([CH3:8])[C:3]([O:5][CH2:6][CH3:7])=[O:4].[F:9][C:10]1[CH:15]=[C:14]([F:16])[CH:13]=[CH:12][C:11]=1[C:17](=[O:24])[CH2:18][N:19]1[CH:23]=[N:22][CH:21]=[N:20]1>>[F:9][C:10]1[CH:15]=[C:14]([F:16])[CH:13]=[CH:12][C:11]=1[C:17]([OH:24])([CH2:18][N:19]1[CH:23]=[N:22][CH:21]=[N:20]1)[C:2]([F:1])([CH3:8])[C:3]([O:5][CH2:6][CH3:7])=[O:4]. Procedure details: Ethyl 2-fluoropropionate and 1-(2,4-difluorophenyl)-2-(1H-1,2,4-triazol-1-yl)ethan-1-one were treated in the same manner as in Reference Example 7, and the residue thus obtained was purified by a column chromatography (eluant: ethyl acetate/toluene=1/4) to obtain ethyl 3-(2,4-difluorophenyl)-2-fluoro-3-hydroxy-2-methyl-4-(1H-1,2,4-triazol-1-yl)butyrate (one of the diastereomers).